Task: describe an organic reaction: reactants, conditions, products, and yield. Dataset: the Open Reaction Database (ORD), a public repository of structured organic reaction records The solvent is O1CCCC1 (tetrahydrofuran). Reagents/catalysts: Cl[Pd]([P](C1=CC=CC=C1)(C2=CC=CC=C2)C3=CC=CC=C3)([P](C4=CC=CC=C4)(C5=CC=CC=C5)C6=CC=CC=C6)Cl (dichlorobis(triphenylphosphine)palladium(II)), [Cu](I)I (copper iodide). Reported procedure: A solution of Example 651 (1.00 g, 4.10 mmol), (trimethylsilyl)acetylene (0.80 mL, 5.68 mmol), dichlorobis(triphenylphosphine)palladium(II) (49 mg, 0.13 mmol), diisopropylamine (1.08 mL, 7.74 mmol) and copper iodide (3 mg, 0.258 mmol) in tetrahydrofuran (5 mL) was stirred at room temperature for about 16 h. The solution was poured into water and was extracted with dichloromethane. The combined organic extracts were washed with brine, dried (MgSO4), filtered and concentrated under vacuum. The res... Yields the product O1C(=CC2=C1C=CC=C2)C#C[Si](C)(C)C ((1-benzofuran-2-ylethynyl)(trimethyl)silane). As a reaction SMILES: I[C:2]1[O:3][C:4]2[CH:10]=[CH:9][CH:8]=[CH:7][C:5]=2[CH:6]=1.[CH3:11][Si:12]([C:15]#[CH:16])([CH3:14])[CH3:13].C(NC(C)C)(C)C.O>O1CCCC1.Cl[Pd](Cl)([P](C1C=CC=CC=1)(C1C=CC=CC=1)C1C=CC=CC=1)[P](C1C=CC=CC=1)(C1C=CC=CC=1)C1C=CC=CC=1.[Cu](I)I>[O:3]1[C:4]2[CH:10]=[CH:9][CH:8]=[CH:7][C:5]=2[CH:6]=[C:2]1[C:16]#[C:15][Si:12]([CH3:14])([CH3:13])[CH3:11] |^1:32,51|. Starting materials: IC=1OC2=C(C1)C=CC=C2 (2-iodo-1-benzofuran), C[Si](C)(C)C#C ((trimethylsilyl)acetylene), C(C)(C)NC(C)C (diisopropylamine), O (water).